This data is from the Open Reaction Database (ORD), a public repository of structured organic reaction records. The task is: describe an organic reaction: reactants, conditions, products, and yield Starting materials: C(C)(=O)N1CC(C2=CC=C(C=C12)N1C(C(=C(C=C1)C)C#CC=1C=NC(=NC1)N)=O)(C)C (1-(1-acetyl-3,3-dimethyl-2,3-dihydro-1H-indol-6-yl)-3-((2-amino-5-pyrimidinyl)ethynyl)-4-methyl-2(1H)-pyridinone), CC(C)([O-])C.[Na+] (sodium tert-butoxide). Solvent: CC(C)(C)O (tBuOH), CCOC(=O)C (EtOAc). Conditions: temperature 100 celsius. Product: NC1=NC=C(C=N1)C#CC=1C(N(C=CC1C)C1=CC=C2C(CNC2=C1)(C)C)=O (3-((2-amino-5-pyrimidinyl)ethynyl)-1-(3,3-dimethyl-2,3-dihydro-1H-indol-6-yl)-4-methyl-2(1H)-pyridinone). As a reaction SMILES: C([N:4]1[C:12]2[C:7](=[CH:8][CH:9]=[C:10]([N:13]3[CH:18]=[CH:17][C:16]([CH3:19])=[C:15]([C:20]#[C:21][C:22]4[CH:23]=[N:24][C:25]([NH2:28])=[N:26][CH:27]=4)[C:14]3=[O:29])[CH:11]=2)[C:6]([CH3:31])([CH3:30])[CH2:5]1)(=O)C.CC(C)([O-])C.[Na+]>CC(O)(C)C.CCOC(C)=O>[NH2:28][C:25]1[N:24]=[CH:23][C:22]([C:21]#[C:20][C:15]2[C:14](=[O:29])[N:13]([C:10]3[CH:11]=[C:12]4[C:7]([C:6]([CH3:31])([CH3:30])[CH2:5][NH:4]4)=[CH:8][CH:9]=3)[CH:18]=[CH:17][C:16]=2[CH3:19])=[CH:27][N:26]=1 |f:1.2|. Procedure details: A mixture of 1-(1-acetyl-3,3-dimethyl-2,3-dihydro-1H-indol-6-yl)-3-((2-amino-5-pyrimidinyl)ethynyl)-4-methyl-2(1H)-pyridinone (0.103 g, 0.25 mmol) and sodium tert-butoxide (0.072 g, 0.75 mmol) in tBuOH (4 mL) was heated under microwave radiation at 100° C. for 10 min. The reaction mixture was diluted with EtOAc and washed with saturated NH4Cl and brine. The solids formed were filtered and recombined with the organic fraction. After concentrating the organic fraction in vacuo, the residue was pur... Starting materials: COCCOC(=O)NNC(=O)OCCOC, Cc1ccccc1, Cl, c1ccncc1. The product is COCCOC(=O)N=NC(=O)OCCOC. RXN SMILES: [CH3:1][O:2][CH2:3][CH2:4][O:5][C:6](=[O:7])[NH:8][NH:9][C:10](=[O:11])[O:12][CH2:13][CH2:14][O:15][CH3:16].[CH3:24][c:25]1[cH:26][cH:27][cH:28][cH:29][cH:30]1.[Cl:23].[cH:17]1[cH:18][cH:19][n:20][cH:21][cH:22]1>>[CH3:1][O:2][CH2:3][CH2:4][O:5][C:6](=[O:7])[N:8]=[N:9][C:10](=[O:11])[O:12][CH2:13][CH2:14][O:15][CH3:16].